This data is from the Open Reaction Database (ORD), a public repository of structured organic reaction records. The task is: describe an organic reaction: reactants, conditions, products, and yield The reactants are C1(=CC=CC=C1)C1(CCCC1)C(=O)O (1-phenylcyclopentanecarboxylic acid), FC(C=1C=C(CN2C[C@H]3[C@@H](C2)[C@H](CC3)N)C=CC1)(F)F ((3aS*,4S*,6aR*)-2-(3-(trifluoromethyl)benzyl)octahydrocyclopenta[c]pyrrol-4-amine), C(C1=CC=CC=C1)N1C[C@H]2[C@@H](C1)C(CC2)N ((3aS*,6aR*)-2-benzyloctahydrocyclopenta[c]pyrrol-4-amine). Product: C1(CCCCC1)C(C(=O)N[C@H]1CC[C@H]2CN(C[C@H]21)CC2=CC(=CC=C2)C(F)(F)F)C2CCCCC2 (2,2-dicyclohexyl-N-{(3aS*,4S*,6aR*)-2-[3-(trifluoromethyl)benzyl]octahydrocyclopenta[c]pyrrol-4-yl}acetamide). As a reaction SMILES: [C:1]1([C:7]2([C:12]([OH:14])=O)[CH2:11][CH2:10][CH2:9][CH2:8]2)[CH:6]=[CH:5][CH:4]=[CH:3][CH:2]=1.[F:15][C:16]([F:34])([F:33])[C:17]1[CH:18]=[C:19]([CH:30]=[CH:31][CH:32]=1)[CH2:20][N:21]1[CH2:25][C@H:24]2[C@@H:26]([NH2:29])[CH2:27][CH2:28][C@H:23]2[CH2:22]1.[CH2:35](N1C[C@H]2C(N)CC[C@H]2C1)[C:36]1C=CC=CC=1>>[CH:11]1([CH:7]([CH:1]2[CH2:2][CH2:3][CH2:4][CH2:5][CH2:6]2)[C:12]([NH:29][C@@H:26]2[C@H:24]3[C@H:23]([CH2:22][N:21]([CH2:20][C:19]4[CH:30]=[CH:31][CH:32]=[C:17]([C:16]([F:33])([F:15])[F:34])[CH:18]=4)[CH2:25]3)[CH2:28][CH2:27]2)=[O:14])[CH2:10][CH2:9][CH2:8][CH2:36][CH2:35]1. Procedure details: The title compound was prepared by substituting 2,2-dicyclohexylacetic acid for 1-phenylcyclopentanecarboxylic acid and (3aS*,4S*,6aR*)-2-(3-(trifluoromethyl)benzyl)octahydrocyclopenta[c]pyrrol-4-amine from Example 122 Step E for (3aS*,6aR*)-2-benzyloctahydrocyclopenta[c]pyrrol-4-amine in the procedure described for Example 1: 1H NMR (400 MHz, pyridine-d5) δ ppm 7.73 (s, 1H), 7.65 (d, J=7.6, 1H), 7.57-7.44 (m, 3H), 4.46 (dt, J=6.4, 12.6, 1H), 3.55 (d, J=12.9, 1H), 3.47 (d, J=12.8, 1H), 2.75 (d, ... Starting materials: C=CC=CC(OC)C(C)C(OC)C(C)COC(C)(C)C, C[O-], CO, [Na+]. Yields the product C=CC=CC(OC)C(C)C(OC)C(C)CO. Reaction SMILES: [C:1]([CH3:2])([CH3:3])([CH3:4])[O:5][CH2:6][CH:7]([CH:8]([CH:9]([CH:10]([CH:11]=[CH:12][CH:13]=[CH2:14])[O:15][CH3:16])[CH3:17])[O:18][CH3:19])[CH3:20].[CH3:21][O-:22].[CH3:24][OH:25].[Na+:23]>>[OH:5][CH2:6][CH:7]([CH:8]([CH:9]([CH:10]([CH:11]=[CH:12][CH:13]=[CH2:14])[O:15][CH3:16])[CH3:17])[O:18][CH3:19])[CH3:20]. Starting materials: COc1cccc2c1sc1ccccc12, CC(=O)O, O, O=[N+]([O-])O. The product is COc1ccc([N+](=O)[O-])c2c1sc1ccccc12. RXN SMILES: [CH3:1][O:2][c:3]1[cH:4][cH:5][cH:6][c:7]2[c:8]1[s:9][c:10]1[c:11]2[cH:12][cH:13][cH:14][cH:15]1.[CH3:21][C:22](=[O:23])[OH:24].[OH2:20].[OH:16][N+:17]([O-:18])=[O:19]>>[CH3:1][O:2][c:3]1[cH:4][cH:5][c:6]([N+:17](=[O:16])[O-:18])[c:7]2[c:8]1[s:9][c:10]1[c:11]2[cH:12][cH:13][cH:14][cH:15]1. Reactants: O=C(Cl)C(=O)N1CCC(Cc2ccccc2)CC1, ClC(Cl)Cl, Nc1cc2oc(=O)[nH]c2cc1[N+](=O)[O-]. Product: O=C(Nc1cc2oc(=O)[nH]c2cc1[N+](=O)[O-])C(=O)N1CCC(Cc2ccccc2)CC1. RXN SMILES: [CH2:15]([c:16]1[cH:17][cH:18][cH:19][cH:20][cH:21]1)[CH:22]1[CH2:23][CH2:24][N:25]([C:28]([C:29](=[O:30])[Cl:31])=[O:32])[CH2:26][CH2:27]1.[CH:33]([Cl:34])([Cl:35])[Cl:36].[NH2:1][c:2]1[cH:3][c:4]2[c:5]([nH:6][c:7](=[O:9])[o:8]2)[cH:10][c:11]1[N+:12](=[O:13])[O-:14]>>[NH:1]([c:2]1[cH:3][c:4]2[c:5]([nH:6][c:7](=[O:9])[o:8]2)[cH:10][c:11]1[N+:12](=[O:13])[O-:14])[C:29]([C:28]([N:25]1[CH2:24][CH2:23][CH:22]([CH2:15][c:16]2[cH:17][cH:18][cH:19][cH:20][cH:21]2)[CH2:27][CH2:26]1)=[O:32])=[O:30]. Reactants: IC1=CC2=C(OCCC=3N2N=C(C3)C(=O)N)C=C1 (9-iodo-4,5-dihydrobenzo[b]pyrazolo[1,5-d][1,4]oxazepine-2-carboxamide), C(#C)C1(C(CCC1)F)O (1-ethynyl-2-fluorocyclopentanol). Yields the product FC1C(CCC1)(O)C#CC1=CC2=C(OCCC=3N2N=C(C3)C(=O)N)C=C1 (9-((2-fluoro-1-hydroxycyclopentyl)ethynyl)-4,5-dihydrobenzo[b]pyrazolo[1,5-d][1,4]oxazepine-2-carboxamide). Reaction SMILES: I[C:2]1[CH:18]=[CH:17][C:5]2[O:6][CH2:7][CH2:8][C:9]3[N:10]([N:11]=[C:12]([C:14]([NH2:16])=[O:15])[CH:13]=3)[C:4]=2[CH:3]=1.[C:19]([C:21]1([OH:27])[CH2:25][CH2:24][CH2:23][CH:22]1[F:26])#[CH:20]>>[F:26][CH:22]1[CH2:23][CH2:24][CH2:25][C:21]1([C:19]#[C:20][C:2]1[CH:18]=[CH:17][C:5]2[O:6][CH2:7][CH2:8][C:9]3[N:10]([N:11]=[C:12]([C:14]([NH2:16])=[O:15])[CH:13]=3)[C:4]=2[CH:3]=1)[OH:27]. Reported procedure: Similar to as described in General Procedure G, 9-iodo-4,5-dihydrobenzo[b]pyrazolo[1,5-d][1,4]oxazepine-2-carboxamide was reacted with a 1-ethynyl-2-fluorocyclopentanol to give a mixture of titled compounds after purification by HPLC. The reactants are ClC(=O)OCC (Ethyl chloroformate), C1(CCCC1)OC1=CC=C(C=C1)NC(=O)NC1=CC=C(C=C1)N1CC(CC1)NC (1-(4-cyclopentyloxyphenyl)-3-[4-(3-methylaminopyrrolidin-1-yl)phenyl]urea), CCN(C(C)C)C(C)C (Hünig's base). The solvent is ClCCl (dichloromethane). Reaction conditions: time 12 hour. The product is C1(CCCC1)OC1=CC=C(C=C1)NC(NC1=CC=C(C=C1)N1CC(CC1)CNC(OCC)=O)=O (Ethyl (1-{4-[3-(4-Cyclopentyloxyphenyl)ureido]phenyl}pyrrolidin-3-yl)methyl-carbamate). RXN SMILES: Cl[C:2]([O:4][CH2:5][CH3:6])=[O:3].[CH:7]1([O:12][C:13]2[CH:18]=[CH:17][C:16]([NH:19][C:20]([NH:22][C:23]3[CH:28]=[CH:27][C:26]([N:29]4[CH2:33][CH2:32][CH:31](NC)[CH2:30]4)=[CH:25][CH:24]=3)=[O:21])=[CH:15][CH:14]=2)[CH2:11][CH2:10][CH2:9][CH2:8]1.C[CH2:37][N:38](C(C)C)C(C)C>ClCCl>[CH:7]1([O:12][C:13]2[CH:14]=[CH:15][C:16]([NH:19][C:20](=[O:21])[NH:22][C:23]3[CH:28]=[CH:27][C:26]([N:29]4[CH2:33][CH2:32][CH:31]([CH2:37][NH:38][C:2](=[O:3])[O:4][CH2:5][CH3:6])[CH2:30]4)=[CH:25][CH:24]=3)=[CH:17][CH:18]=2)[CH2:8][CH2:9][CH2:10][CH2:11]1. Reported procedure: Ethyl chloroformate (8 μl) was added dropwise to a solution of 1-(4-cyclopentyloxyphenyl)-3-[4-(3-methylaminopyrrolidin-1-yl)phenyl]urea (20 mg) and Hünig's base (10 mg) in dichloromethane (3 ml). After 12 hours, the reaction mixture was concentrated and the residue was purified by preparative HPLC. This resulted in the product with the molecular weight of 466.59 (C26H34N4O4); MS (ESI): 467 (M+H+) as hydrotrifluoroacetate. Reactants: C(#N)C1=C(C=CC=C1)C1=CC=C(C=C1)CN1C(=NC2=C1C(=CC=C2)C(=O)OCC)C (ethyl 1-[(2'-cyanobiphenyl-4-yl)methyl]-2-methylbenzimidazole-7-carboxylate), [N-]=[N+]=[N-].[Na+] (sodium azide), [Cl-].[NH4+] (ammonium chloride). The solvent is CN(C)C=O (DMF). Conditions: time 4 day. The product is CC1=NC2=C(N1CC1=CC=C(C=C1)C1=C(C=CC=C1)C1=NN=NN1)C(=CC=C2)C(=O)OCC (Ethyl 2-methyl-1-[[2'-(1H-tetrazol-5-yl)biphenyl-4-yl]methyl]benzimidazol-7-carboxylate). Reaction SMILES: [C:1]([C:3]1[CH:8]=[CH:7][CH:6]=[CH:5][C:4]=1[C:9]1[CH:14]=[CH:13][C:12]([CH2:15][N:16]2[C:20]3[C:21]([C:25]([O:27][CH2:28][CH3:29])=[O:26])=[CH:22][CH:23]=[CH:24][C:19]=3[N:18]=[C:17]2[CH3:30])=[CH:11][CH:10]=1)#[N:2].[N-:31]=[N+:32]=[N-:33].[Na+].[Cl-].[NH4+]>CN(C=O)C>[CH3:30][C:17]1[N:16]([CH2:15][C:12]2[CH:11]=[CH:10][C:9]([C:4]3[CH:5]=[CH:6][CH:7]=[CH:8][C:3]=3[C:1]3[NH:33][N:32]=[N:31][N:2]=3)=[CH:14][CH:13]=2)[C:20]2[C:21]([C:25]([O:27][CH2:28][CH3:29])=[O:26])=[CH:22][CH:23]=[CH:24][C:19]=2[N:18]=1 |f:1.2,3.4|. Procedure: A mixture of ethyl 1-[(2'-cyanobiphenyl-4-yl)methyl]-2-methylbenzimidazole-7-carboxylate (2.5 g), sodium azide (3.9 g) and ammonium chloride (3.2 g) in DMF (30 ml) was stirred for 4 days at 110°-120° C. The reaction mixture was worked up according to the procedure described in Working Example 23 to give crystals. Recrystallization from ethanol afforded colorless prisms (1.36 g, 49%), m.p. 205°-206° C. The reactants are C1(CC1)CCOC1=CC=C(C(=O)N\C(=C/C2=CC=C(C=C2)C2CC2)\C(=O)NCCO)C=C1 (4-(2-Cyclopropylethoxy)-N-((Z)-2-(4-cyclopropylphenyl)-1-{[(2-hydroxyethyl)amino]carbonyl}vinyl)benzamide), O1C(NC=C1)=O (oxazolone). Yields the product C1(CC1)COC1=CC=C(C(=O)N\C(=C/C2=CC=C(C=C2)C2CC2)\C(=O)NCCO)C=C1 (4-(cyclopropylmethoxy)-N-((Z)-2-(4-cyclopropylphenyl)-1-{[(2-hydroxyethyl)amino]carbonyl}vinyl)benzamide). Reaction SMILES: [CH:1]1([CH2:4][CH2:5][O:6][C:7]2[CH:32]=[CH:31][C:10]([C:11]([NH:13]/[C:14](/[C:25]([NH:27][CH2:28][CH2:29][OH:30])=[O:26])=[CH:15]\[C:16]3[CH:21]=[CH:20][C:19]([CH:22]4[CH2:24][CH2:23]4)=[CH:18][CH:17]=3)=[O:12])=[CH:9][CH:8]=2)C[CH2:2]1.O1C=CNC1=O>>[CH:4]1([CH2:5][O:6][C:7]2[CH:32]=[CH:31][C:10]([C:11]([NH:13]/[C:14](/[C:25]([NH:27][CH2:28][CH2:29][OH:30])=[O:26])=[CH:15]\[C:16]3[CH:21]=[CH:20][C:19]([CH:22]4[CH2:24][CH2:23]4)=[CH:18][CH:17]=3)=[O:12])=[CH:9][CH:8]=2)[CH2:2][CH2:1]1. Reported procedure: A reaction similar to that described in Example 1 (1c) was conducted using N-[4-(cyclopropylmethoxy)benzoyl]glycine (299 mg) prepared in Example 18 (18b) and 4-cyclopropylbenzaldehyde (184 mg) to give the corresponding oxazolone (366 mg). A reaction similar to that described in Example (1 (1d) was conducted using all this oxazolone to give 385 mg of 4-(cyclopropylmethoxy)-N-((Z)-2-(4-cyclopropylphenyl)-1-{[(2-hydroxyethyl)amino]carbonyl}vinyl)benzamide (white powder).